This data is from the Open Reaction Database (ORD), a public repository of structured organic reaction records. The task is: describe an organic reaction: reactants, conditions, products, and yield Starting materials: N#CCS(=O)(=O)c1cccc(C(F)(F)F)c1, O=Cc1ccc([N+](=O)[O-])s1. The product is N#CC(=Cc1ccc([N+](=O)[O-])s1)S(=O)(=O)c1cccc(C(F)(F)F)c1. RXN SMILES: [F:11][C:12]([c:13]1[cH:14][c:15]([S:19](=[O:20])(=[O:21])[CH2:22][C:23]#[N:24])[cH:16][cH:17][cH:18]1)([F:25])[F:26].[N+:1](=[O:2])([O-:3])[c:4]1[s:5][c:6]([CH:9]=[O:10])[cH:7][cH:8]1>>[N+:1](=[O:2])([O-:3])[c:4]1[s:5][c:6]([CH:9]=[C:22]([S:19]([c:15]2[cH:14][c:13]([C:12]([F:11])([F:25])[F:26])[cH:18][cH:17][cH:16]2)(=[O:20])=[O:21])[C:23]#[N:24])[cH:7][cH:8]1. The yield is 59.6%. Starting materials: COC1C(C2(CO2)CCC1OC(=O)N1CCSCC1)C1(OC1CC=C(C)C)C (5-methoxy-4-[2-methyl-3-(3-methyl-2-butenyl)oxiranyl]-6-(thiomorpholin-4-ylcarbonyloxy)-1-oxaspiro[2,5]octane), I(=O)(=O)(=O)[O-].[Na+] (sodium periodate). The solvent is O1CCOCC1 (1,4-dioxane), O (water), C(C)OCC (diethyl ether). Conditions: time 18 hour. As a reaction SMILES: [CH3:1][O:2][CH:3]1[CH:10]([O:11][C:12]([N:14]2[CH2:19][CH2:18][S:17][CH2:16][CH2:15]2)=[O:13])[CH2:9][CH2:8][C:5]2([O:7][CH2:6]2)[CH:4]1[C:20]1([CH3:28])[CH:22]([CH2:23][CH:24]=[C:25]([CH3:27])[CH3:26])[O:21]1.I([O-])(=O)(=O)=[O:30].[Na+]>O1CCOCC1.O.C(OCC)C>[CH3:1][O:2][CH:3]1[CH:10]([O:11][C:12]([N:14]2[CH2:19][CH2:18][S:17](=[O:30])[CH2:16][CH2:15]2)=[O:13])[CH2:9][CH2:8][C:5]2([O:7][CH2:6]2)[CH:4]1[C:20]1([CH3:28])[CH:22]([CH2:23][CH:24]=[C:25]([CH3:27])[CH3:26])[O:21]1 |f:1.2|. Reported procedure: To a solution of 5-methoxy-4-[2-methyl-3-(3-methyl-2-butenyl)oxiranyl]-6-(thiomorpholin-4-ylcarbonyloxy)-1-oxaspiro[2,5]octane (41 mg) in 1,4-dioxane (2 ml) and water (0.2 ml) was added sodium periodate (21 mg) at ambient temperature. After stirring at the same temperature for 18 hours, the reaction mixture was diluted with diethyl ether. The precipitates were filtered off by celite and the filtrate was concentrated in vacuo. The residue was purified by column chromatography on silica gel (eluti... The product is COC1C(C2(CO2)CCC1OC(=O)N1CCS(CC1)=O)C1(OC1CC=C(C)C)C (5-methoxy-4-[2-methyl-3-(3-methyl-2-butenyl)oxiranyl]-6-(1-oxothiomorpholin-4-ylcarbonyloxy)-1-oxaspiro[2,5]octane). The reactants are [BH4-].[Na+] (Sodium borohydride), C(C)(=O)C1=CC=C(C=C1)NC(C1=CC(=CC=C1)S(=O)(=O)N1CCCCC1)=O (N-(4-acetylphenyl)-3-(piperidin-1-ylsulfonyl)benzamide), [Cl-].[NH4+] (ammonium chloride). The solvent is C(C)O (ethanol). Reaction conditions: time 8 hour. Product: OC(C)C1=CC=C(C=C1)NC(C1=CC(=CC=C1)S(=O)(=O)N1CCCCC1)=O (N-[4-(1-hydroxyethyl)phenyl]-3-(piperidin-1-ylsulfonyl)benzamide). Yield: 98.5%. Reaction SMILES: [BH4-].[Na+].[C:3]([C:6]1[CH:11]=[CH:10][C:9]([NH:12][C:13](=[O:29])[C:14]2[CH:19]=[CH:18][CH:17]=[C:16]([S:20]([N:23]3[CH2:28][CH2:27][CH2:26][CH2:25][CH2:24]3)(=[O:22])=[O:21])[CH:15]=2)=[CH:8][CH:7]=1)(=[O:5])[CH3:4].[Cl-].[NH4+]>C(O)C>[OH:5][CH:3]([C:6]1[CH:7]=[CH:8][C:9]([NH:12][C:13](=[O:29])[C:14]2[CH:19]=[CH:18][CH:17]=[C:16]([S:20]([N:23]3[CH2:24][CH2:25][CH2:26][CH2:27][CH2:28]3)(=[O:21])=[O:22])[CH:15]=2)=[CH:10][CH:11]=1)[CH3:4] |f:0.1,3.4|. Procedure: Sodium borohydride (8.8 mg) was added to an ethanol (2.0 mL) solution of the compound (30.0 mg) obtained in Example 92, and stirred overnight at room temperature. Aqueous saturated ammonium chloride solution was added to the reaction liquid, extracted three times with ethyl acetate, and dried with sodium sulfate. The drying agent was removed through filtration, and the solvent was evaporated off under reduced pressure. The residue was purified through silica gel column chromatography (ethyl acet... Reactants: C1(CCCCC1)[C@@H](C1=CC=C(C=C1)P(OCC)(=O)C)N[S@@](=O)C(C)(C)C (Ethyl 4-((S)-cyclohexyl((S)-1,1-dimethylethylsulfinamido)methyl)phenyl(methyl)phosphinate), C1(CCCCC1)[C@@H](C1=CC=C(C=C1)P(OCC)(=O)C)N[S@@](=O)C(C)(C)C (Ethyl 4-((S)-cyclohexyl((S)-1,1-dimethylethylsulfinamido)methyl)phenyl(methyl)phosphinate), Cl.O1CCOCC1 (HCl dioxane). Conditions: time 2 hour. The product is Cl.N[C@H](C1=CC=C(C=C1)P(OCC)(=O)C)C1CCCCC1 (Ethyl 4-((S)-amino(cyclohexyl)methyl)phenyl(methyl)phosphinate hydrochloride). As a reaction SMILES: [CH:1]1([C@H:7]([NH:20][S@](C(C)(C)C)=O)[C:8]2[CH:13]=[CH:12][C:11]([P:14]([CH3:19])(=[O:18])[O:15][CH2:16][CH3:17])=[CH:10][CH:9]=2)[CH2:6][CH2:5][CH2:4][CH2:3][CH2:2]1.[ClH:27].O1CCOCC1>>[ClH:27].[NH2:20][C@@H:7]([CH:1]1[CH2:6][CH2:5][CH2:4][CH2:3][CH2:2]1)[C:8]1[CH:9]=[CH:10][C:11]([P:14]([CH3:19])(=[O:18])[O:15][CH2:16][CH3:17])=[CH:12][CH:13]=1 |f:1.2,3.4|. Procedure details: Ethyl 4-((S)-cyclohexyl((S)-1,1-dimethylethylsulfinamido)methyl)phenyl(methyl)phosphinate, 27-c, (5.0 g, 12.5 mmol) was dissolved in HCl/dioxane (100 mL) and the mixture was stirred at room temperature for 2 h. The reaction mixture was then concentrated under vacuum and the residue was washed with ethyl acetate to provide the product, 27-d, (4.2 g, 90%). Starting materials: CC=1C=C(C=NC1N1N=CC(=C1)C(F)(F)F)C(C)=O (1-(5-methyl-6-(4-(trifluoromethyl)-1H-pyrazol-1-yl)pyridin-3-yl)ethanone), CC(C)(C)[S@@](=O)N ((R)-2-methylpropane-2-sulfinamide), Amine-1. The product is CC(C)(C)[S@@](=O)NC(C)C=1C=NC(=C(C1)C)N1N=CC(=C1)C(F)(F)F ((R)-2-methyl-N-(1-(5-methyl-6-(4-(trifluoromethyl)-1H-pyrazol-1-yl)pyridin-3-yl)ethyl)propane-2-sulfinamide). The yield is 78.0%. Reaction SMILES: [CH3:1][C:2]1[CH:3]=[C:4]([C:17](=O)[CH3:18])[CH:5]=[N:6][C:7]=1[N:8]1[CH:12]=[C:11]([C:13]([F:16])([F:15])[F:14])[CH:10]=[N:9]1.[CH3:20][C:21]([S@:24]([NH2:26])=[O:25])([CH3:23])[CH3:22]>>[CH3:20][C:21]([S@:24]([NH:26][CH:17]([C:4]1[CH:5]=[N:6][C:7]([N:8]2[CH:12]=[C:11]([C:13]([F:16])([F:15])[F:14])[CH:10]=[N:9]2)=[C:2]([CH3:1])[CH:3]=1)[CH3:18])=[O:25])([CH3:23])[CH3:22]. Procedure: The title compound is prepared in 78% yield (2.16 g, yellows oil) from 1-(5-methyl-6-(4-(trifluoromethyl)-1H-pyrazol-1-yl)pyridin-3-yl)ethanone (2.00 g, 7.43 mmol, Step-4) and (R)-2-methylpropane-2-sulfinamide (1.35 g, 11.1 mmol) in a similar manner to Step-4 of Amine-1. The reactants are C(C)(C)N(C(C)C)CC (N,N-diisopropylethylamine), N(C1=CC=CC=C1)C1=NC(=NC=C1Cl)NC1=CC=C(C=C1)C(=O)O (4-Anilino-2-(4-carboxyanilino)-5-chloropyrimidine), NCCCN1C=NC=C1 (1-(3-aminopropyl)imidazole), Cl.CN(CCCN=C=NCC)C (1-(3-Dimethylaminopropyl)-3-ethylcarbodiimide hydrochloride), ON1N=NC2=C1C=CC=C2 (1-Hydroxybenzotriazole). The solvent is C(Cl)Cl (DCM), C(Cl)Cl (DCM). Run at time 1 hour. Yields the product N(C1=CC=CC=C1)C1=NC(=NC=C1Cl)NC1=CC=C(C=C1)C(NCCCN1C=NC=C1)=O (4-Anilino-5-chloro-2-{4-{N-[3-(imidazol-1-yl)propyl]carbamoyl}anilino}pyrimidine). Yield: 5.2%. As a reaction SMILES: [NH:1]([C:8]1[C:13]([Cl:14])=[CH:12][N:11]=[C:10]([NH:15][C:16]2[CH:21]=[CH:20][C:19]([C:22]([OH:24])=O)=[CH:18][CH:17]=2)[N:9]=1)[C:2]1[CH:7]=[CH:6][CH:5]=[CH:4][CH:3]=1.[NH2:25][CH2:26][CH2:27][CH2:28][N:29]1[CH:33]=[CH:32][N:31]=[CH:30]1.ON1C2C=CC=CC=2N=N1.C(N(CC)C(C)C)(C)C.Cl.CN(C)CCCN=C=NCC>C(Cl)Cl>[NH:1]([C:8]1[C:13]([Cl:14])=[CH:12][N:11]=[C:10]([NH:15][C:16]2[CH:21]=[CH:20][C:19]([C:22](=[O:24])[NH:25][CH2:26][CH2:27][CH2:28][N:29]3[CH:33]=[CH:32][N:31]=[CH:30]3)=[CH:18][CH:17]=2)[N:9]=1)[C:2]1[CH:3]=[CH:4][CH:5]=[CH:6][CH:7]=1 |f:4.5|. Procedure details: 4-Anilino-2-(4-carboxyanilino)-5-chloropyrimidine (Method 1; 170 mg, 0.5 mmol) was added to 1-(3-aminopropyl)imidazole (93.9 mg, 0.75 mmol) in a reaction tube. 1-Hydroxybenzotriazole (101 mg, 0.75 mmol) was added followed by N,N-diisopropylethylamine (130 mL 0.75 mmol) in DCM (4 ml). The mixture was flushed with argon and then stirred for 1 hour. 1-(3-Dimethylaminopropyl)-3-ethylcarbodiimide hydrochloride (105 mg, 0.55 mmol) in DCM (3 ml) was added and the mixture was stirred for 16 hours. The m...